The task is: describe an organic reaction: reactants, conditions, products, and yield. This data is from the Open Reaction Database (ORD), a public repository of structured organic reaction records. The reactants are CC(C)(C)OC(=O)NC1(c2ccco2)CC1, CC#N, [Na+], O=C([O-])O, CN(C)C=O. The product is CC(C)(C)OC(=O)NC1(c2ccc(C#N)o2)CC1. RXN SMILES: [C:1]([CH3:2])([CH3:3])([CH3:4])[O:5][C:6]([NH:7][C:8]1([c:11]2[o:12][cH:13][cH:14][cH:15]2)[CH2:9][CH2:10]1)=[O:16].[CH3:22][C:23]#[N:24].[Na+:29].[O-:25][C:26]([OH:27])=[O:28].[O:17]=[CH:18][N:19]([CH3:20])[CH3:21]>>[C:1]([CH3:2])([CH3:3])([CH3:4])[O:5][C:6]([NH:7][C:8]1([c:11]2[o:12][c:13]([C:18]#[N:19])[cH:14][cH:15]2)[CH2:9][CH2:10]1)=[O:16]. Starting materials: CC(C)=CN1C(=O)C2N=C(Cc3ccccc3)OC21, CSC, ClCCl, O, O=[O+][O-]. Yields the product O=CN1C(=O)C2N=C(Cc3ccccc3)OC21. As a reaction SMILES: [CH2:5]([c:6]1[cH:7][cH:8][cH:9][cH:10][cH:11]1)[C:12]1=[N:13][CH:14]2[C:15](=[O:23])[N:16]([CH:19]=[C:20]([CH3:21])[CH3:22])[CH:17]2[O:18]1.[CH3:24][S:25][CH3:26].[Cl:27][CH2:28][Cl:29].[O:1].[O:2]=[O+:3][O-:4]>>[O:2]=[CH:19][N:16]1[C:15](=[O:23])[CH:14]2[N:13]=[C:12]([CH2:5][c:6]3[cH:7][cH:8][cH:9][cH:10][cH:11]3)[O:18][CH:17]21. The reactants are OC1=CC=C(C=C1)C1=CC=CC=C1 (4-hydroxybiphenyl), BrCCCCCCO (6-bromo-1-hexanol), C([O-])([O-])=O.[K+].[K+] (potassium carbonate). Run in CC(=O)C (acetone). Yields the product OCCCCCCOC1=CC=C(C=C1)C1=CC=CC=C1 (4-(6-Hydroxyhexoxy)biphenyl). Yield: 94.7%. Reaction SMILES: [OH:1][C:2]1[CH:7]=[CH:6][C:5]([C:8]2[CH:13]=[CH:12][CH:11]=[CH:10][CH:9]=2)=[CH:4][CH:3]=1.Br[CH2:15][CH2:16][CH2:17][CH2:18][CH2:19][CH2:20][OH:21].C(=O)([O-])[O-].[K+].[K+]>CC(C)=O>[OH:21][CH2:20][CH2:19][CH2:18][CH2:17][CH2:16][CH2:15][O:1][C:2]1[CH:3]=[CH:4][C:5]([C:8]2[CH:13]=[CH:12][CH:11]=[CH:10][CH:9]=2)=[CH:6][CH:7]=1 |f:2.3.4|. Procedure: To a 4 L three-necked round bottom flask fitted with a mechanical stirrer and a condenser were added 125.0 g of 4-hydroxybiphenyl (0.734 mol), 154.5 g of 6-bromo-1-hexanol (0.853 mol), 690 g of potassium carbonate, and 2500 ml of acetone. The reaction mixture was stirred and heated at reflux for 4 days and then filtered. The acetone was removed on a rotary evaporator, the residue was recrystallized from a mixture of ethyl acetate and hexanes to afford 188 g of white crystals (95%): mp 92-94° C.;... The reactants are C(C#C)OC1=C(C=CC(=C1)OCC#C)C=1NC2=C(C=NC=C2)N1 (2-(2,4-Bispropargyloxyphenyl)imidazo(4,5-c)pyridine), C(\C=C\C(=O)[O-])(=O)[O-] (fumarate). Product: C(C=C)OC1=CC(=C(C=C1)C=1NC2=C(C=NC=C2)N1)OCC#C (2-(4-Allyloxy-2-propargyloxyphenyl)imidazo(4,5-c)pyridine). As a reaction SMILES: [CH2:1]([O:4][C:5]1[CH:10]=[C:9]([O:11][CH2:12][C:13]#[CH:14])[CH:8]=[CH:7][C:6]=1[C:15]1[NH:16][C:17]2[CH:22]=[CH:21][N:20]=[CH:19][C:18]=2[N:23]=1)[C:2]#[CH:3].C([O-])(=O)/C=C/C([O-])=O>>[CH2:12]([O:11][C:9]1[CH:8]=[CH:7][C:6]([C:15]2[NH:16][C:17]3[CH:22]=[CH:21][N:20]=[CH:19][C:18]=3[N:23]=2)=[C:5]([O:4][CH2:1][C:2]#[CH:3])[CH:10]=1)[CH:13]=[CH2:14]. Procedure details: 2-(2,4-Bispropargyloxyphenyl)imidazo(4,5-c)pyridine, fumarate, m.p. 195°. Starting materials: ClC1=C(C(=O)OC)C=CC=C1S(=O)(=O)NC (Methyl 2-chloro-3-[(methylamino)sulfonyl]benzoate), [OH-].[Na+] (NaOH). Yields the product ClC1=C(C(=O)O)C=CC=C1S(=O)(=O)NC (2-chloro-3-[(methylamino)sulfonyl]benzoic acid). As a reaction SMILES: [Cl:1][C:2]1[C:11]([S:12]([NH:15][CH3:16])(=[O:14])=[O:13])=[CH:10][CH:9]=[CH:8][C:3]=1[C:4]([O:6]C)=[O:5].[OH-].[Na+]>>[Cl:1][C:2]1[C:11]([S:12]([NH:15][CH3:16])(=[O:14])=[O:13])=[CH:10][CH:9]=[CH:8][C:3]=1[C:4]([OH:6])=[O:5] |f:1.2|. Procedure details: To a solution of methyl 2-chloro-3-(chlorosulfonyl)benzoate (608 mg, 2.26 mmol) and K2CO3 (770 mg, 5.6 mmol) in 10 mL benzene was added a 2M solution of methylamine in THF (5.6 mL, 11.2 mmol). Purification of the product (2:1 hex:EtOAc) provided methyl 2-chloro-3-[(methylamino)sulfonyl]benzoate (430 mg, 72%) as a solid. 1H NMR (400 MHz, CDCl3), δ 8.23 (dd, 1H, J=7.9, 1.7 Hz), 7.90 (dd, 1H, J=7.8, 1.7 Hz), 7.48 (t, 1H, J=7.9 Hz), 5.16 (q, 1H, J=5.2 Hz), 3.94 (s, 3H), 2.62 (d, 3H, J=5.3 Hz); ESI-M... Reactants: CC(C)(C)OC(=O)NC(Cc1ccccc1)C1CO1, c1c[nH]nn1. Product: CC(C)(C)OC(=O)NC(Cc1ccccc1)C(O)Cn1nccn1. As a reaction SMILES: [C:1]([CH3:2])([CH3:3])([CH3:4])[O:5][C:6]([NH:7][CH:8]([CH2:9][c:10]1[cH:11][cH:12][cH:13][cH:14][cH:15]1)[CH:16]1[O:17][CH2:18]1)=[O:19].[nH:20]1[n:21][n:22][cH:23][cH:24]1>>[C:1]([CH3:2])([CH3:3])([CH3:4])[O:5][C:6]([NH:7][CH:8]([CH2:9][c:10]1[cH:11][cH:12][cH:13][cH:14][cH:15]1)[CH:16]([OH:17])[CH2:18][n:21]1[n:20][cH:24][cH:23][n:22]1)=[O:19]. Starting materials: CC(=C)C(=O)OCCN(C)C (DMAEMA), C(C(CO)(CO)N)O (Tris). Run in CCOC(=O)C (EtOAc). Yields the product CC(=C)C(=O)OCCN(C)C.C(C(CO)(CO)N)O (DMAEMA Tris). RXN SMILES: [CH3:1][C:2]([C:4]([O:6][CH2:7][CH2:8][N:9]([CH3:11])[CH3:10])=[O:5])=[CH2:3].[CH2:12]([OH:19])[C:13]([NH2:18])([CH2:16][OH:17])[CH2:14][OH:15]>CCOC(C)=O>[CH3:3][C:2]([C:4]([O:6][CH2:7][CH2:8][N:9]([CH3:11])[CH3:10])=[O:5])=[CH2:1].[CH2:12]([OH:19])[C:13]([NH2:18])([CH2:16][OH:17])[CH2:14][OH:15] |f:3.4|. Reported procedure: Into a 946 ml clear bottle were charged VDM (20 parts), DMAEMA (75 parts), Tris (5 parts), XDC (4.0 parts) and 100 parts of EtOAc. The solution was purged for 10 minutes, the bottle was sealed, placed on a roller mill, and irradiated with a bank of six GE 15 watt cylindrical black light lamps. The mixture became progressively more viscous. After 24 hours of irradiation the bottle was removed. Quantitative conversion was achieved as shown by a percent solids analysis.